This data is from the Open Reaction Database (ORD), a public repository of structured organic reaction records. The task is: describe an organic reaction: reactants, conditions, products, and yield The reactants are Cl.Cl.NC1=CC=C(C(=N)N)C=C1 (4-aminobenzamidine dihydrochloride), C1(CCC(=O)O1)=O (succinic anhydride), CN(C)C=O (DMF), Cl (HCl). The solvent is N1=CC=CC=C1 (pyridine), CC(=O)C (acetone), CC(=O)C (acetone). Run at temperature 100 celsius, time 30 minute. The product is Cl.NN=CC1=CC=C(C=C1)NC(CCC(=O)O)=O (4-[[4-(aminoiminomethyl)phenyl]amino]-4-oxobutanoic acid, monohydrochloride). Reaction SMILES: [ClH:1].Cl.[NH2:3][C:4]1[CH:12]=[CH:11][C:7]([C:8]([NH2:10])=N)=[CH:6][CH:5]=1.[C:13]1(=[O:19])[O:18][C:16](=[O:17])[CH2:15][CH2:14]1.C[N:21](C=O)C.Cl>CC(C)=O.N1C=CC=CC=1>[ClH:1].[NH2:21][N:10]=[CH:8][C:7]1[CH:6]=[CH:5][C:4]([NH:3][C:13](=[O:19])[CH2:14][CH2:15][C:16]([OH:18])=[O:17])=[CH:12][CH:11]=1 |f:0.1.2,8.9|. Procedure: A mixture of 2.2 g of 4-aminobenzamidine dihydrochloride, 1.1 g of succinic anhydride and 10 mL of DMF was stirred at ambient temperature for 15 min at which time 0.83 mL of pyridine was added all at once. The resulting heterogeneous mixture was warmed to 100° C. and maintained at 100° C. for 1.5 h. The disappearance of starting material was monitored by an in-process check using HPLC Method B. After cooling to 0° C., a solution of 8 wt % concentrated HCl in acetone was added slowly while mainta... The reactants are (OAc)3BH, C1(=CC=C(C=C1)C=O)C1=CC=CC=C1 (Biphenyl-4-carbaldehyde), FC(C(=O)[O-])(F)F.C(N)(=O)C=1C(=NN(C1)C1(CC[NH2+]CC1)CC#N)NC1=CC=CC=C1 (4-[4-carbamoyl-3-(phenylamino)-1H-pyrazol-1-yl]-4-(cyanomethyl)piperidinium trifluoroacetate), C(=O)(C(F)(F)F)O (TFA). Solvent: CN(C)C=O (DMF). Conditions: time 16 hour. The product is C1(=CC=C(C=C1)CN1CCC(CC1)(CC#N)N1N=C(C(=C1)C(=O)N)NC1=CC=CC=C1)C1=CC=CC=C1 (1-[1-(Biphenyl-4-ylmethyl)-4-(cyanomethyl)piperidin-4-yl]-3-(phenylamino)-1H-pyrazole-4-carboxamide). RXN SMILES: [C:1]1([C:9]2[CH:14]=[CH:13][CH:12]=[CH:11][CH:10]=2)[CH:6]=[CH:5][C:4]([CH:7]=O)=[CH:3][CH:2]=1.FC(F)(F)C([O-])=O.[C:22]([C:25]1[C:26]([NH:39][C:40]2[CH:45]=[CH:44][CH:43]=[CH:42][CH:41]=2)=[N:27][N:28]([C:30]2([CH2:36][C:37]#[N:38])[CH2:35][CH2:34][NH2+:33][CH2:32][CH2:31]2)[CH:29]=1)(=[O:24])[NH2:23].C(O)(C(F)(F)F)=O>CN(C=O)C>[C:1]1([C:9]2[CH:14]=[CH:13][CH:12]=[CH:11][CH:10]=2)[CH:6]=[CH:5][C:4]([CH2:7][N:33]2[CH2:34][CH2:35][C:30]([N:28]3[CH:29]=[C:25]([C:22]([NH2:23])=[O:24])[C:26]([NH:39][C:40]4[CH:45]=[CH:44][CH:43]=[CH:42][CH:41]=4)=[N:27]3)([CH2:36][C:37]#[N:38])[CH2:31][CH2:32]2)=[CH:3][CH:2]=1 |f:1.2|. Procedure details: Biphenyl-4-carbaldehyde (12 mg, 0.070 mmol) was treated with a solution of 4-[4-carbamoyl-3-(phenylamino)-1H-pyrazol-1-yl]-4-(cyanomethyl)piperidinium trifluoroacetate (Intermediate #38-2) (20 mg, 0.050 mmol) and TFA (0.020 mL, 0.23 mmol) in DMF (0.65 mL). The resulting solution was then treated with MP-(OAc)3BH (80 mg, 0.16 mmol). The resulting mixture was shaken at ambient temperature for 16 hours on an orbital shaker. The mixture was then filtered through a 0.45 micron fit and the fit was was... Starting materials: CCC(=O)C (MEK), ( A ), C(C=C)(=O)OC12CC3(CC(CC(C1)C3)C2)O (3-hydroxy-1-adamantyl acrylate), CCC(=O)C (MEK), ( B ), CCC(=O)C (MEK), CC(C)(C#N)N=NC(C)(C)C#N (AIBN). Solvent: CO (methanol). Run at temperature 80 celsius, time 4 hour. The product is resultant polymer, CC(COC)OC(=O)C (PGMEA). RXN SMILES: CC[C:3](C)=[O:4].[C:6]([O:10][C:11]12[CH2:20]C3CC(CC(O)(C3)C1)[CH2:18]2)(=[O:9])[CH:7]=C.CC(N=NC(C#N)(C)C)(C#N)C>CO>[CH3:20][CH:11]([O:10][C:6]([CH3:7])=[O:9])[CH2:18][O:4][CH3:3]. Procedure details: A monomer solution was prepared by placing 8000 g of MEK in a tank kept at a nitrogen atmosphere and dissolving 2080 g of (B) NLA, 2480 g of (A) EAM and 2220 g of 3-hydroxy-1-adamantyl acrylate (hereinafter inscribed as “HAA”). Also, a polymerization initiator was prepared by placing and dissolving 1000 g of MEK and 110 g of AIBN in another container kept at the nitrogen atmosphere. Into a polymerization tank kept at the nitrogen atmosphere, 5000 g of MEK was put and the temperature was raised t... Reactants: O (Water), CN1CCN(CC1)CC1=CC=C(C(=O)NC2=CC(=C(C=C2)C)NC2=NC=CC(=N2)C=2C=NC=CC2)C=C1 (4-[(4-methyl-1-piperazinyl)methyl]-N-[4-methyl-3-[[4-(3-pyridinyl)-2-pyrimidinyl]amino]phenyl]-benzamide), OC=1C(=CC2=CC=CC=C2C1)C(=O)O (3-hydroxy-2-naphthoic acid). The solvent is C(C)O (ethanol). Yields the product C(C1=CC=CC=C1)(=O)N (benzamide), pamoate. RXN SMILES: CN1CCN(C[C:9]2[CH:37]=[CH:36][C:12]([C:13]([NH:15]C3C=CC(C)=C(NC4N=C(C5C=NC=CC=5)C=CN=4)C=3)=[O:14])=[CH:11][CH:10]=2)CC1.OC1C(C(O)=O)=CC2C(C=1)=CC=CC=2.O>C(O)C>[C:13]([NH2:15])(=[O:14])[C:12]1[CH:36]=[CH:37][CH:9]=[CH:10][CH:11]=1. Reported procedure: A mixture of 4-[(4-methyl-1-piperazinyl)methyl]-N-[4-methyl-3-[[4-(3-pyridinyl)-2-pyrimidinyl]amino]phenyl]-benzamide (4.94 g, 10 mmol) and 4,4′-methylenebis[3-hydroxy-2-naphthoic acid (Fluka, Buchs, Switzerland; 3.88 g, 10 mmol) in ethanol (50 mL) is heated. Water (25 mL) is then added. Upon cooling, the product crystallises and is filtered-off and dried to afford 4-[(4-methyl-1-piperazinyl)methyl]-N-4-methyl-3-[[4-(3-pyridinyl)-2-pyrimidinyl]amino]phenyl]-benzamide, pamoate as a pale-yellow so...